From a dataset of the Open Reaction Database (ORD), a public repository of structured organic reaction records. describe an organic reaction: reactants, conditions, products, and yield Starting materials: O=C([O-])[O-], CC(C)=O, Fc1ccc(CBr)cc1, [K+], [K+], COCCN1C(=O)c2ccc(O)cc2C1=O. Yields the product COCCN1C(=O)c2ccc(OCc3ccc(F)cc3)cc2C1=O. Reaction SMILES: [C:17](=[O:18])([O-:19])[O-:20].[CH3:32][C:33](=[O:34])[CH3:35].[F:23][c:24]1[cH:25][cH:26][c:27]([CH2:28][Br:29])[cH:30][cH:31]1.[K+:21].[K+:22].[OH:1][c:2]1[cH:3][c:4]2[c:8]([cH:9][cH:10]1)[C:7](=[O:11])[N:6]([CH2:12][CH2:13][O:14][CH3:15])[C:5]2=[O:16]>>[O:1]([c:2]1[cH:3][c:4]2[c:8]([cH:9][cH:10]1)[C:7](=[O:11])[N:6]([CH2:12][CH2:13][O:14][CH3:15])[C:5]2=[O:16])[CH2:28][c:27]1[cH:26][cH:25][c:24]([F:23])[cH:31][cH:30]1.